From a dataset of the Open Reaction Database (ORD), a public repository of structured organic reaction records. describe an organic reaction: reactants, conditions, products, and yield The reactants are Cc1ccccc1, CCOC(C)=O, CCc1nn(C2CCCC2)c2cc(C(=O)O)ccc12, [Cl-], [H-], Nc1c(Cl)ncnc1Cl, [Na+], CN(C)C=O, O=S(Cl)Cl. RXN SMILES: [CH3:36][c:37]1[cH:38][cH:39][cH:40][cH:41][cH:42]1.[CH3:48][CH2:49][O:50][C:51](=[O:52])[CH3:53].[CH:5]1([n:10]2[n:11][c:12]([CH2:22][CH3:23])[c:13]3[cH:14][cH:15][c:16]([C:19](=[O:20])[OH:21])[cH:17][c:18]23)[CH2:6][CH2:7][CH2:8][CH2:9]1.[Cl-:35].[H-:24].[NH2:26][c:27]1[c:28]([Cl:34])[n:29][cH:30][n:31][c:32]1[Cl:33].[Na+:25].[O:43]=[CH:44][N:45]([CH3:46])[CH3:47].[S:1]([Cl:2])([Cl:3])=[O:4]>>[CH:5]1([n:10]2[n:11][c:12]([CH2:22][CH3:23])[c:13]3[cH:14][cH:15][c:16]([C:19](=[O:21])[NH:26][c:27]4[c:28]([Cl:34])[n:29][cH:30][n:31][c:32]4[Cl:33])[cH:17][c:18]23)[CH2:6][CH2:7][CH2:8][CH2:9]1. The product is CCc1nn(C2CCCC2)c2cc(C(=O)Nc3c(Cl)ncnc3Cl)ccc12. The reactants are CO, CC(=O)OC1CC(N2Cc3c(cccc3[N+](=O)[O-])C2=O)C(=O)NC1=O, Cc1ccc(S(=O)(=O)O)cc1. Product: O=C1NC(=O)C(N2Cc3c(cccc3[N+](=O)[O-])C2=O)CC1O. RXN SMILES: [CH3:37][OH:38].[N+:1](=[O:2])([O-:3])[c:4]1[c:5]2[c:9]([cH:10][cH:11][cH:12]1)[C:8](=[O:13])[N:7]([CH:14]1[C:15](=[O:25])[NH:16][C:17](=[O:24])[CH:18]([O:20][C:21](=[O:22])[CH3:23])[CH2:19]1)[CH2:6]2.[c:26]1([CH3:27])[cH:28][cH:29][c:30]([S:31]([OH:32])(=[O:33])=[O:34])[cH:35][cH:36]1>>[N+:1](=[O:2])([O-:3])[c:4]1[c:5]2[c:9]([cH:10][cH:11][cH:12]1)[C:8](=[O:13])[N:7]([CH:14]1[C:15](=[O:25])[NH:16][C:17](=[O:24])[CH:18]([OH:20])[CH2:19]1)[CH2:6]2. Starting materials: O (water), C(CCC)N(C1=CC(=C(C=C1)C=CC=O)OC)CCCC (3-(4-dibutylamino-2-methoxyphenyl)propenal), C1(=CC=CC=C1)[Li] (phenyllithium), [Cl-].C1(=CC=CS1)C[P+](C1=CC=CC=C1)(C1=CC=CC=C1)C1=CC=CC=C1 (2-thenyl triphenylphosphonium chloride). Run in C(C)(=O)OCC (ethyl acetate), O1CCCC1 (tetrahydrofuran), O1CCCC1 (tetrahydrofuran). Reaction conditions: time 2 hour. Product: C(CCC)N(C1=CC(=C(C=C1)C=CC=CC=1SC=CC1)OC)CCCC (Dibutyl[3-methoxy-4-[4-(thiophene-2-yl)-1,3-butadienyl]phenyl]amine). Isolated yield 72.0%. Reaction SMILES: C1([Li])C=CC=CC=1.[Cl-].[C:9]1([CH2:14][P+](C2C=CC=CC=2)(C2C=CC=CC=2)C2C=CC=CC=2)[S:13][CH:12]=[CH:11][CH:10]=1.[CH2:34]([N:38]([CH2:51][CH2:52][CH2:53][CH3:54])[C:39]1[CH:44]=[CH:43][C:42]([CH:45]=[CH:46][CH:47]=O)=[C:41]([O:49][CH3:50])[CH:40]=1)[CH2:35][CH2:36][CH3:37].O>O1CCCC1.C(OCC)(=O)C>[CH2:34]([N:38]([CH2:51][CH2:52][CH2:53][CH3:54])[C:39]1[CH:44]=[CH:43][C:42]([CH:45]=[CH:46][CH:47]=[CH:14][C:9]2[S:13][CH:12]=[CH:11][CH:10]=2)=[C:41]([O:49][CH3:50])[CH:40]=1)[CH2:35][CH2:36][CH3:37] |f:1.2|. Procedure: In a stream of argon, to 15 ml of tetrahydrofuran was added 1.68 g of phenyllithium (19% solution in dibutylether) (3.8 mmol), and 1.37 g (3.5 mmol) of 2-thenyl triphenylphosphonium chloride was added thereto under ice cooling. Next, 1.0 g (3.5 mmol) of 3-(4-dibutylamino-2-methoxyphenyl)propenal was dissolved in tetrahydrofuran and added dropwise. The mixture was stirred under ice cooling for 2 hours. After the reaction mixture was poured into water, extraction with ethyl acetate, washing with a... The reactants are C(CC)N(C1CCC=2C=CC=C(C2C1)O)CCC (5,6,7,8-tetrahydro-7-(dipropylamino)-1-naphthalenol), N1(CCCCC1)C1CCC=2C=CC=C(C2C1)O (5,6,7,8-tetrahydro-7-(1-piperidinyl)-1-naphthalenol). Yields the product N1(CCCCC1)C1CCC=2C=CC3=C(OC=C3)C2C1 (6,7,8,9-tetrahydro-8-(1-piperidinyl)-naphtho[1,2-b]furan). RXN SMILES: [CH2:1]([N:4]([CH2:16][CH2:17][CH3:18])[CH:5]1[CH2:14][C:13]2[C:12]([OH:15])=[CH:11][CH:10]=[CH:9][C:8]=2[CH2:7][CH2:6]1)[CH2:2]C.N1(C2CC3C(O)=CC=CC=3CC2)CCC[CH2:21][CH2:20]1>>[N:4]1([CH:5]2[CH2:14][C:13]3[C:12]4[O:15][CH:20]=[CH:21][C:11]=4[CH:10]=[CH:9][C:8]=3[CH2:7][CH2:6]2)[CH2:1][CH2:2][CH2:18][CH2:17][CH2:16]1. Procedure details: In the same manner but replacing 5,6,7,8-tetrahydro-7-(dipropylamino)-1-naphthalenol with an equivalent amount of 5,6,7,8-tetrahydro-7-(1-piperidinyl)-1-naphthalenol, 6,7,8,9-tetrahydro-8-(1-piperidinyl)-naphtho[1,2-b]furan is obtained. Starting materials: BrC=1C2=C(C=NC1)N=C(N2CC)C=2C(=NON2)N (4-(7-Bromo-1-ethyl-1H-imidazo[4,5-c]pyridin-2-yl)furazan-3-ylamine), Tris(dibenzylidene-acetone)dipalladium, C1(=CC=CC=C1)P(C1=C(C2=CC=CC=C2C=C1)C1=C(C=CC2=CC=CC=C12)P(C1=CC=CC=C1)C1=CC=CC=C1)C1=CC=CC=C1 (racemic-2,2′-Bis(diphenylphosphino)-1,1′-binaphthyl), NC1=CC=CC=C1 (aniline), CC(C)([O-])C.[Na+] (sodium tert-butoxide). Solvent: C(C)(=O)OCC (ethyl acetate), O1CCOCC1 (1,4-dioxane), C1(=CC=CC=C1)C (toluene). Reaction conditions: temperature 175 celsius. Yields the product NC=1C(=NON1)C=1N(C2=C(C=NC=C2NC2=CC=CC=C2)N1)CC ([2-(4-Amino-furazan-3-yl)-1-ethyl-1H-imidazo[4,5-c]pyridin-7-yl]-phenyl-amine). Yield: 0.0%. As a reaction SMILES: Br[C:2]1[C:3]2[N:10]([CH2:11][CH3:12])[C:9]([C:13]3[C:14]([NH2:18])=[N:15][O:16][N:17]=3)=[N:8][C:4]=2[CH:5]=[N:6][CH:7]=1.C1(P(C2C=CC=CC=2)C2C=CC3C(=CC=CC=3)C=2C2C3C(=CC=CC=3)C=CC=2P(C2C=CC=CC=2)C2C=CC=CC=2)C=CC=CC=1.[NH2:65][C:66]1[CH:71]=[CH:70][CH:69]=[CH:68][CH:67]=1.CC(C)([O-])C.[Na+]>O1CCOCC1.C1(C)C=CC=CC=1.C(OCC)(=O)C>[NH2:18][C:14]1[C:13]([C:9]2[N:10]([CH2:11][CH3:12])[C:3]3[C:2]([NH:65][C:66]4[CH:71]=[CH:70][CH:69]=[CH:68][CH:67]=4)=[CH:7][N:6]=[CH:5][C:4]=3[N:8]=2)=[N:17][O:16][N:15]=1 |f:3.4|. Procedure details: Under Ar, a solution of the product from Example 100 (24 mg, 77.6 mol) in 1,4-dioxane (0.8 ml) and toluene (1.2 ml) was treated with Tris(dibenzylidene-acetone)dipalladium (7.2 mg, 7.8 mol), racemic-2,2′-Bis(diphenylphosphino)-1,1′-binaphthyl (9.7 mg, 15.6 mol), aniline (8.5 l, 93.1 mol), and sodium tert-butoxide (10.5 mg, 108.6 mol). This mixture was then heated to 175° C. by microwave for 45 min. After cooled to ambient temperture, the reaction mixture was diluted with ethyl acetate (30 ml), f... Starting materials: C(OC1=CC(=CC=C1)C#CCC)([O-])=O (3-butynylphenyl carbonate), OC1CCNCC1 (4-hydroxypiperidine), CCCCCC (hexane). Run in C(C)(=O)OCC (ethyl acetate). Product: C(CC#C)OC(=O)N1CCC(CC1)O (N-(3-Butynyloxycarbonyl)-4-hydroxypiperidine). Yield: 101.7%. RXN SMILES: [C:1](=[O:14])([O-])[O:2][C:3]1[CH:8]=[CH:7][CH:6]=C(C#CCC)C=1.[OH:15][CH:16]1[CH2:21][CH2:20][NH:19][CH2:18][CH2:17]1.CCCCCC>C(OCC)(=O)C>[CH2:3]([O:2][C:1]([N:19]1[CH2:20][CH2:21][CH:16]([OH:15])[CH2:17][CH2:18]1)=[O:14])[CH2:8][C:7]#[CH:6]. Procedure details: 10.0 g of 3-butynylphenyl carbonate and 5.8 g of 4-hydroxypiperidine were heated in a solvent-free condition at 100° C. of 30 minutes. After completion of the reaction, silica gel column chromatography (elution solvent: hexane:ethyl acetate=1:1-1:2) was used for purification to obtain 10.6 g of the intended compound. Starting materials: C1(=CC=CC=C1)CCCCCCCCSC1=NC=C(C(N1)=O)CC1=CC(=NC=C1)OC (2-(8-phenyloct-1-yl)thio-5-(2-methoxypyrid-4-ylmethyl)pyrimidin-4-one), Cl[Si](C)(C)C (chlorotrimethylsilane), [I-].[Na+] (sodium iodide). Run in C(C)#N (acetonitrile). Yields the product C1(=CC=CC=C1)CCCCCCCCSC1=NC=C(C(N1)=O)CC1=CC(NC=C1)=O (2-(8-phenyloct-1-yl)thio-5-(2-oxopyrid-4-ylmethyl)pyrimidin-4-one). Yield: 7.9%. RXN SMILES: [C:1]1([CH2:7][CH2:8][CH2:9][CH2:10][CH2:11][CH2:12][CH2:13][CH2:14][S:15][C:16]2[NH:21][C:20](=[O:22])[C:19]([CH2:23][C:24]3[CH:29]=[CH:28][N:27]=[C:26]([O:30]C)[CH:25]=3)=[CH:18][N:17]=2)[CH:6]=[CH:5][CH:4]=[CH:3][CH:2]=1.Cl[Si](C)(C)C.[I-].[Na+]>C(#N)C>[C:1]1([CH2:7][CH2:8][CH2:9][CH2:10][CH2:11][CH2:12][CH2:13][CH2:14][S:15][C:16]2[NH:21][C:20](=[O:22])[C:19]([CH2:23][C:24]3[CH:29]=[CH:28][NH:27][C:26](=[O:30])[CH:25]=3)=[CH:18][N:17]=2)[CH:2]=[CH:3][CH:4]=[CH:5][CH:6]=1 |f:2.3|. Procedure: A mixture of 2-(8-phenyloct-1-yl)thio-5-(2-methoxypyrid-4-ylmethyl)pyrimidin-4-one (0.40 g, 0.9 mmol), chlorotrimethylsilane (0.23 ml, 1.8 mmol) and sodium iodide (0.27 g, 1.8 mmol) in acetonitrile (30 ml) was heated at reflux for 6 hours. The solvent was evaporated, the residue taken up in dichloromethane, and washed with water and aqueous sodium thiosulphate. Evaporation of the solvent and trituration with ether gave 2-(8-phenyloct-1-yl)thio-5-(2-oxopyrid-4-ylmethyl)pyrimidin-4-one as a white ...